This data is from the Open Reaction Database (ORD), a public repository of structured organic reaction records. The task is: describe an organic reaction: reactants, conditions, products, and yield Starting materials: C(C)(C)OC(C(C(=O)OCC)OS(=O)(=O)C1=CC=C(C=C1)C)C (ethyl 3-(isopropoxy)-2-p-toluenesulfonyloxybutanoate), COC1=NC(=NC(=C1)OC)S (4,6-dimethoxy-2-mercaptopyrimidine), CN(C=O)C (N,N-dimethylformamide), C([O-])([O-])=O.[K+].[K+] (potassium carbonate). Run in C(C)(=O)OCC (ethyl acetate), CCCCCC (hexane), O (water). Reaction conditions: time 5 hour. The product is COC1=NC(=NC(=C1)OC)SC(C(=O)OCC)C(C)OC(C)C (Ethyl 2-(4,6-Dimethoxypyrimidin-2-yl)thio-3-(isopropoxy)butanoate). Isolated yield 54.4%. Reaction SMILES: [CH:1]([O:4][CH:5]([CH3:23])[CH:6](OS(C1C=CC(C)=CC=1)(=O)=O)[C:7]([O:9][CH2:10][CH3:11])=[O:8])([CH3:3])[CH3:2].[CH3:24][O:25][C:26]1[CH:31]=[C:30]([O:32][CH3:33])[N:29]=[C:28]([SH:34])[N:27]=1.CN(C)C=O.C(=O)([O-])[O-].[K+].[K+]>C(OCC)(=O)C.CCCCCC.O>[CH3:33][O:32][C:30]1[CH:31]=[C:26]([O:25][CH3:24])[N:27]=[C:28]([S:34][CH:6]([CH:5]([O:4][CH:1]([CH3:2])[CH3:3])[CH3:23])[C:7]([O:9][CH2:10][CH3:11])=[O:8])[N:29]=1 |f:3.4.5|. Procedure details: After this compound, ethyl 3-(isopropoxy)-2-p-toluenesulfonyloxybutanoate (27.5 g, 0.08 mol) and 4,6-dimethoxy-2-mercaptopyrimidine (13.7 g, 0.08 mol) were added to N,N-dimethylformamide (80 ml) and further anhydrous potassium carbonate (11.1 g) was added thereinto, the mixture was stirred at room temperature for 5 hours. Subsequently, water was added to the reaction mixture, the mixture was extracted with ethyl acetate, washed with water and dried, and ethyl acetate was removed under reduced pr... Starting materials: BrC=1C(=CC(=C(C1)NCC(=O)O)[N+](=O)[O-])Cl (N-(5-bromo-4-chloro-2-nitrophenyl)glycine), O.O.[Sn](Cl)Cl (tin (II) chloride dihydrate). Reaction conditions: time 8 hour. Yields the product BrC=1C=C2NCC(NC2=CC1Cl)=O (6-Bromo-7-chloro-3,4-dihydroquinoxaline-2(1H)-one). Isolated yield 17.6%. As a reaction SMILES: [Br:1][C:2]1[C:3]([Cl:16])=[CH:4][C:5]([N+:13]([O-])=O)=[C:6]([NH:8][CH2:9][C:10](O)=[O:11])[CH:7]=1.O.O.[Sn](Cl)Cl>>[Br:1][C:2]1[CH:7]=[C:6]2[C:5](=[CH:4][C:3]=1[Cl:16])[NH:13][C:10](=[O:11])[CH2:9][NH:8]2 |f:1.2.3|. Procedure: A solution of N-(5-bromo-4-chloro-2-nitrophenyl)glycine (0.255 g, 0.824 mmol) and tin (II) chloride dihydrate (0.560 g, 2.48 Aldrich, used as received) was refluxed for 3 h. It was then cooled to r.t. and allowed to stand overnight at r.t. The white solid was filtered and dried to yield 0.038 g (18%) of pure title compound as white flakes; m.p. 230°-232° C.; 1H NMR (DMSO-d6): 3.732 (s, 2H), 6.371 (s, 1H), 6.830 (s, 1H), 6.912 (s, 1H), 10.437 (s, 1H). Extraction of the filtrate with ethyl acetate... Starting materials: COc1c(CCC(=O)O)cccc1Oc1ccccc1Cl, CC(=O)OC(C)=O, I. Product: O=C(O)CCc1cccc(Oc2ccccc2Cl)c1O. Reaction SMILES: [CH3:1][O:2][c:3]1[c:4]([CH2:17][CH2:18][C:19](=[O:20])[OH:21])[cH:5][cH:6][cH:7][c:8]1[O:9][c:10]1[c:11]([Cl:16])[cH:12][cH:13][cH:14][cH:15]1.[CH3:23][C:24]([O:25][C:26](=[O:27])[CH3:28])=[O:29].[IH:22]>>[OH:2][c:3]1[c:4]([CH2:17][CH2:18][C:19](=[O:20])[OH:21])[cH:5][cH:6][cH:7][c:8]1[O:9][c:10]1[c:11]([Cl:16])[cH:12][cH:13][cH:14][cH:15]1. The reactants are C1(=CC=CC=C1)S(=O)(=O)Cl (benzenesulfonyl chloride), [H-].[Na+] (NaH), oil, ClC=1C=C2C=C(NC2=CC1)C(=O)OCC (ethyl 5-chloro-1H-indole-2-carboxylate), C(=O)(O)[O-].[Na+] (NaHCO3). Solvent: CN(C)C=O (DMF), CCCCCC (hexane), CCOC(=O)C (EtOAc). Conditions: temperature 0 celsius, time 15 minute. Yields the product ClC=1C=C2C=C(N(C2=CC1)S(=O)(=O)C1=CC=CC=C1)C(=O)OCC (Ethyl 5-chloro-1-(phenylsulfonyl)-1H-indole-2-carboxylate). RXN SMILES: [H-].[Na+].[Cl:3][C:4]1[CH:5]=[C:6]2[C:10](=[CH:11][CH:12]=1)[NH:9][C:8]([C:13]([O:15][CH2:16][CH3:17])=[O:14])=[CH:7]2.[C:18]1([S:24](Cl)(=[O:26])=[O:25])[CH:23]=[CH:22][CH:21]=[CH:20][CH:19]=1.C([O-])(O)=O.[Na+]>CCCCCC.CN(C=O)C.CCOC(C)=O>[Cl:3][C:4]1[CH:5]=[C:6]2[C:10](=[CH:11][CH:12]=1)[N:9]([S:24]([C:18]1[CH:23]=[CH:22][CH:21]=[CH:20][CH:19]=1)(=[O:26])=[O:25])[C:8]([C:13]([O:15][CH2:16][CH3:17])=[O:14])=[CH:7]2 |f:0.1,4.5|. Procedure: A 60% dispersion of NaH in mineral oil (1.07 g, 26.9 mmol) was washed with hexane, and the resulting powder was suspended in 40 mL of DMF. After cooling the stirred mixture to 0° C., ethyl 5-chloro-1H-indole-2-carboxylate (5.00 g, 22.4 mmol) was added in portions. The solution was warmed to room temperature, during which gas was released. After 15 minutes, the mixture was cooled again to 0° C., and benzenesulfonyl chloride was added dropwise (3.14 mL, 24.6 mmol). After warming to room temperatur...